From a dataset of the Open Reaction Database (ORD), a public repository of structured organic reaction records. describe an organic reaction: reactants, conditions, products, and yield The product is ClC1=NC2=CC=CC=C2C(=C1[N+](=O)[O-])NCC(C)C (2-Chloro-N-(2-methylpropyl)-3-nitro-4-quinolinamine). Procedure details: 2-Methylpropylamine (0.5 mL) was added to a suspension of 2,4-dichloro-3-nitroquinoline (1 g) and triethylamine (15 mL) at 40° C. over a period of 40 min. The solution was then heated at 70° C. for 1 h. The triethylamine and 2-methylpropylamine were removed by distillation and the residue was slurried for 1 h in aqueous 1N HCl. The solid product 2-chloro-N-(2-methylpropyl)-3-nitro-4-quinolinamine was collected by filtration, washed with water and recrystallized from petroleum ether. Solvent: C(C)N(CC)CC (triethylamine). Reaction conditions: temperature 70 celsius, time 1 hour. The reactants are CC(CN)C (2-Methylpropylamine), ClC1=NC2=CC=CC=C2C(=C1[N+](=O)[O-])Cl (2,4-dichloro-3-nitroquinoline). RXN SMILES: [CH3:1][CH:2]([CH3:5])[CH2:3][NH2:4].[Cl:6][C:7]1[C:16]([N+:17]([O-:19])=[O:18])=[C:15](Cl)[C:14]2[C:9](=[CH:10][CH:11]=[CH:12][CH:13]=2)[N:8]=1>C(N(CC)CC)C>[Cl:6][C:7]1[C:16]([N+:17]([O-:19])=[O:18])=[C:15]([NH:4][CH2:3][CH:2]([CH3:5])[CH3:1])[C:14]2[C:9](=[CH:10][CH:11]=[CH:12][CH:13]=2)[N:8]=1. Starting materials: C(C=C)OC(=O)N1[C@@H](C[C@@H](C1)SC(=O)OC(C)(C)C)C=O ((2S,4S)-2-Formyl-4-BOCsulfanyl-pyrrolidine-1-carboxylic acid allyl ester), C1(=CC=CC2=CC=CC=C12)CCN (2-naphthalen-1-ylethylamine), C(C)(=O)O[BH-](OC(C)=O)OC(C)=O.[Na+] (sodium triacetoxyborohydride), 4A. The solvent is ClCCl (dichloromethane), ClCCl (dichloromethane). The product is C(C=C)OC(=O)N1[C@@H](C[C@@H](C1)SC(=O)OC(C)(C)C)CNCCC1=CC=CC2=CC=CC=C12 ((2S,4S)-4-BOCsulfanyl-2[(2-naphthalen-1-ylethylamino)-methyl]pyrrolidine-1-carboxylic acid allyl ester). The yield is 80.1%. As a reaction SMILES: [CH2:1]([O:4][C:5]([N:7]1[CH2:11][C@@H:10]([S:12][C:13]([O:15][C:16]([CH3:19])([CH3:18])[CH3:17])=[O:14])[CH2:9][C@H:8]1[CH:20]=O)=[O:6])[CH:2]=[CH2:3].[C:22]1([CH2:32][CH2:33][NH2:34])[C:31]2[C:26](=[CH:27][CH:28]=[CH:29][CH:30]=2)[CH:25]=[CH:24][CH:23]=1.C(O[BH-](OC(=O)C)OC(=O)C)(=O)C.[Na+]>ClCCl>[CH2:1]([O:4][C:5]([N:7]1[CH2:11][C@@H:10]([S:12][C:13]([O:15][C:16]([CH3:17])([CH3:18])[CH3:19])=[O:14])[CH2:9][C@H:8]1[CH2:20][NH:34][CH2:33][CH2:32][C:22]1[C:31]2[C:26](=[CH:27][CH:28]=[CH:29][CH:30]=2)[CH:25]=[CH:24][CH:23]=1)=[O:6])[CH:2]=[CH2:3] |f:2.3|. Procedure: (2S,4S)-2-Formyl-4-BOCsulfanyl-pyrrolidine-1-carboxylic acid allyl ester (1) (1.84 g) in dichloromethane(20 ml) was added dropwise over 10 minutes to a mixture of 2-naphthalen-1-ylethylamine (1.0 g),. sodium triacetoxyborohydride(1.36 g) and 4A powdered molecular sieve (3.0 g) in dichloromethane (130 ml) cooled to −20° C. and stirred under an argon atmosphere. After the addition was complete the reaction was allowed to warm to ambient temperature and stirred for a further 18 hours. The molecular... Reaction SMILES: [CH2:32]([N:33]=[C:34]=[N:35][CH2:36][CH2:37][CH2:38][N:39]([CH3:40])[CH3:41])[CH3:42].[CH3:17][n:18]1[c:19]([CH3:30])[n:20][cH:21][c:22]1-[c:23]1[cH:24][c:25]([NH2:26])[cH:27][cH:28][cH:29]1.[CH3:46][N:47]([CH3:48])[c:49]1[cH:50][cH:51][n:52][cH:53][cH:54]1.[Cl:43][CH2:44][Cl:45].[ClH:31].[F:1][c:2]1[cH:3][cH:4][c:5](-[c:8]2[cH:9][c:10]([C:11](=[O:12])[OH:13])[cH:14][cH:15][cH:16]2)[cH:6][cH:7]1>>[F:1][c:2]1[cH:3][cH:4][c:5](-[c:8]2[cH:9][c:10]([C:11](=[O:13])[NH:26][c:25]3[cH:24][c:23](-[c:22]4[n:18]([CH3:17])[c:19]([CH3:30])[n:20][cH:21]4)[cH:29][cH:28][cH:27]3)[cH:14][cH:15][cH:16]2)[cH:6][cH:7]1. Starting materials: CCN=C=NCCCN(C)C, Cc1ncc(-c2cccc(N)c2)n1C, CN(C)c1ccncc1, ClCCl, Cl, O=C(O)c1cccc(-c2ccc(F)cc2)c1. Product: Cc1ncc(-c2cccc(NC(=O)c3cccc(-c4ccc(F)cc4)c3)c2)n1C. Reactants: COC1(OC)CC(C(=O)OC(C)C)(C(=O)OC(C)C)C1, CCOC(C)=O, O=C(O)C(F)(F)F, O. Product: CC(C)OC(=O)C1(C(=O)OC(C)C)CC(=O)C1. Reaction SMILES: [CH3:1][O:2][C:3]1([O:19][CH3:20])[CH2:4][C:5]([C:7](=[O:8])[O:9][CH:10]([CH3:11])[CH3:12])([C:13](=[O:14])[O:15][CH:16]([CH3:17])[CH3:18])[CH2:6]1.[CH3:29][CH2:30][O:31][C:32]([CH3:33])=[O:34].[F:22][C:23]([F:24])([F:25])[C:26]([OH:27])=[O:28].[OH2:21]>>[O:2]=[C:3]1[CH2:4][C:5]([C:7](=[O:8])[O:9][CH:10]([CH3:11])[CH3:12])([C:13](=[O:14])[O:15][CH:16]([CH3:17])[CH3:18])[CH2:6]1. Reactants: O=C1CCCC1Br, CC(S)CS. Yields the product CC1CSC2=C(CCC2)S1. As a reaction SMILES: [Br:1][CH:2]1[C:3](=[O:7])[CH2:4][CH2:5][CH2:6]1.[CH2:8]([CH:9]([CH3:10])[SH:11])[SH:12]>>[C:2]12=[C:3]([CH2:4][CH2:5][CH2:6]1)[S:11][CH:9]([CH3:10])[CH2:8][S:12]2. The reactants are N[C@@H]1CC[C@H](CC1)NC(=O)C1=CNC2=C1N=CN=C2C2=C(C=C(C=C2)OC)OCC2CC2 (trans-4-(2-cyclopropylmethoxy-4-methoxy-phenyl)-5H-pyrrolo[3,2-d]pyrimidine-7-carboxylic acid (4-amino-cyclohexyl)-amide), ClC(=O)COC(C)=O (acetic acid chlorocarbonyl-methyl ester). Yields the product OCC(=O)N[C@@H]1CC[C@H](CC1)NC(=O)C1=CNC2=C1N=CN=C2C2=C(C=C(C=C2)OC)OCC2CC2 (trans-4-(2-Cyclopropylmethoxy-4-methoxy-phenyl)-5H-pyrrolo[3,2-d]pyrimidine-7-carboxylic acid [4-(2-hydroxy-acetylamino)-cyclohexyl]-amide). RXN SMILES: [NH2:1][C@H:2]1[CH2:7][CH2:6][C@H:5]([NH:8][C:9]([C:11]2[C:15]3[N:16]=[CH:17][N:18]=[C:19]([C:20]4[CH:25]=[CH:24][C:23]([O:26][CH3:27])=[CH:22][C:21]=4[O:28][CH2:29][CH:30]4[CH2:32][CH2:31]4)[C:14]=3[NH:13][CH:12]=2)=[O:10])[CH2:4][CH2:3]1.Cl[C:34]([CH2:36][O:37]C(=O)C)=[O:35]>>[OH:37][CH2:36][C:34]([NH:1][C@H:2]1[CH2:7][CH2:6][C@H:5]([NH:8][C:9]([C:11]2[C:15]3[N:16]=[CH:17][N:18]=[C:19]([C:20]4[CH:25]=[CH:24][C:23]([O:26][CH3:27])=[CH:22][C:21]=4[O:28][CH2:29][CH:30]4[CH2:31][CH2:32]4)[C:14]=3[NH:13][CH:12]=2)=[O:10])[CH2:4][CH2:3]1)=[O:35]. Procedure: Starting from trans-4-(2-cyclopropylmethoxy-4-methoxy-phenyl)-5H-pyrrolo[3,2-d]pyrimidine-7-carboxylic acid (4-amino-cyclohexyl)-amide (example A150) and acetic acid chlorocarbonyl-methyl ester the title compound is obtained as colorless solid.